Dataset: the Open Reaction Database (ORD), a public repository of structured organic reaction records. Task: describe an organic reaction: reactants, conditions, products, and yield Starting materials: [OH-].[K+] (potassium hydroxide), Cl.C(N)(=N)N1N=C(C=C1C)C (1-amidino-3,5-dimethylpyrazole hydrochloride), C(Cl)(Cl)Cl (Chloroform). Solvent: O (water), O (water). Run at time 1 hour. The product is C(N)(=N)N1N=C(C=C1C)C (1-amidino-3,5-dimethylpyrazole). As a reaction SMILES: [OH-].[K+].C(Cl)(Cl)Cl.Cl.[C:8]([N:11]1[C:15]([CH3:16])=[CH:14][C:13]([CH3:17])=[N:12]1)(=[NH:10])[NH2:9]>O>[C:8]([N:11]1[C:15]([CH3:16])=[CH:14][C:13]([CH3:17])=[N:12]1)(=[NH:9])[NH2:10] |f:0.1,3.4|. Reported procedure: To 850 ml of ethanol were added 188 g of aminoguanidine hydrochloride and 170 g of 2,4-pentadione and the mixture was heated with stirring for 3 hrs. under reflux. The precipitated crystals were filtered, sufficiently washed with ethanol and dried to obtain 1-amidino-3,5-dimethylpyrazole hydrochloride of 210 g. Next, 60 g of potassium hydroxide was dissolved in water of 120 g and 1-amidino-3,5-dimethylpyrazole hydrochloride of 61.1 g was added thereto withcooling with water and stirred further f... Reactants: C(C)OC(=O)OC1=C(C(C2=CC=CC=C2C1=O)=O)C(=O)OCC (ethyl 3-ethoxycarbonyloxy-1,4-dihydro-1,4-dioxo-2-naphthoate). Run in O1CCCC1 (tetrahydrofuran), O1CCCC1 (tetrahydrofuran). Yields the product OC1=C(C(C2=CC=CC=C2C1=O)=O)C(=O)OCC (ethyl 3-hydroxy-1,4-dihydro-1,4-dioxo-2-naphthoate). As a reaction SMILES: C(OC([O:6][C:7]1[C:16](=[O:17])[C:15]2[C:10](=[CH:11][CH:12]=[CH:13][CH:14]=2)[C:9](=[O:18])[C:8]=1[C:19]([O:21][CH2:22][CH3:23])=[O:20])=O)C>O1CCCC1>[OH:6][C:7]1[C:16](=[O:17])[C:15]2[C:10](=[CH:11][CH:12]=[CH:13][CH:14]=2)[C:9](=[O:18])[C:8]=1[C:19]([O:21][CH2:22][CH3:23])=[O:20]. Reported procedure: To the tetrahydrofuran solution under water cooling was added a solution of ethyl 3-ethoxycarbonyloxy-1,4-dihydro-1,4-dioxo-2-naphthoate, obtained by the procedure of Referential Example 22(1) using 3.41 g of ethyl 3-hydroxy-1,4-dihydro-1,4-dioxo-2-naphthoate, in 10 ml of tetrahydrofuran. The mixture was stirred at room temperature for 2 hours. The reaction solution was poured into 100 ml of ethanol, and the resulting crystals were collected by filtration and recrystallized from chloroform - eth... Starting materials: C[O-].[Na+] (sodium methoxide), C1(=CC=CC2=CC=CC=C12)CC(C(=O)OCC)C(=O)OCC (diethyl (1-naphthylmethyl)malonate), BrCC(C(C)(C)C)=O (1-bromopinacolone). Solvent: CN(C=O)C (dimethylformamide), CN(C=O)C (dimethylformamide). Run at time 30 minute. Yields the product CC(C(CC(C(=O)OCC)(C(=O)OCC)CC1=CC=CC2=CC=CC=C12)=O)(C)C (Diethyl (3,3-dimethyl-2-oxobutyl)-(1-naphthylmethyl)-malonate). Isolated yield 81.8%. Reaction SMILES: [C:1]1([CH2:11][CH:12]([C:18]([O:20][CH2:21][CH3:22])=[O:19])[C:13]([O:15][CH2:16][CH3:17])=[O:14])[C:10]2[C:5](=[CH:6][CH:7]=[CH:8][CH:9]=2)[CH:4]=[CH:3][CH:2]=1.C[O-].[Na+].Br[CH2:27][C:28](=[O:33])[C:29]([CH3:32])([CH3:31])[CH3:30]>CN(C)C=O>[CH3:30][C:29]([CH3:32])([CH3:31])[C:28](=[O:33])[CH2:27][C:12]([CH2:11][C:1]1[C:10]2[C:5](=[CH:6][CH:7]=[CH:8][CH:9]=2)[CH:4]=[CH:3][CH:2]=1)([C:13]([O:15][CH2:16][CH3:17])=[O:14])[C:18]([O:20][CH2:21][CH3:22])=[O:19] |f:1.2|. Reported procedure: 5.00 g (16.9 mmole) of diethyl (1-naphthylmethyl)malonate were dissolved in 50 ml of anhydrous dimethylformamide, and 1.00 g (18.5 mmole) of sodium methoxide was added to the solution, whilst ice-cooling, after which the mixture was stirred for 30 minutes. At the end of this time, a solution of 3.31 g (18.5 mmole) of 1-bromopinacolone (i.e. 1-bromo-3,3-dimethyl-2-butanone) dissolved in 10 ml of anhydrous dimethylformamide was added dropwise to the mixture, which was then stirred overnight at roo... Starting materials: CCO, Cl, CCOC(=O)C=Cc1ccc(C(=C(CC)c2ccccc2)c2ccc3c(cnn3C3CCCCO3)c2)cc1. Yields the product CCOC(=O)C=Cc1ccc(C(=C(CC)c2ccccc2)c2ccc3[nH]ncc3c2)cc1. As a reaction SMILES: [CH2:39]([OH:40])[CH3:41].[ClH:42].[c:1]1([C:7](=[C:8]([c:9]2[cH:10][c:11]3[cH:12][n:13][n:14]([CH:18]4[CH2:19][CH2:20][CH2:21][CH2:22][O:23]4)[c:15]3[cH:16][cH:17]2)[c:24]2[cH:25][cH:26][c:27]([CH:30]=[CH:31][C:32](=[O:33])[O:34][CH2:35][CH3:36])[cH:28][cH:29]2)[CH2:37][CH3:38])[cH:2][cH:3][cH:4][cH:5][cH:6]1>>[c:1]1([C:7](=[C:8]([c:9]2[cH:10][c:11]3[cH:12][n:13][nH:14][c:15]3[cH:16][cH:17]2)[c:24]2[cH:25][cH:26][c:27]([CH:30]=[CH:31][C:32](=[O:33])[O:34][CH2:35][CH3:36])[cH:28][cH:29]2)[CH2:37][CH3:38])[cH:2][cH:3][cH:4][cH:5][cH:6]1. Reactants: O (water), BrC1=CC=C(C=C1)C1=CC=2N(C(=N1)C=1C=NN(C1)COCC[Si](C)(C)C)C=CN2 (7-(4-bromophenyl)-5-(1-((2-(trimethylsilyl)ethoxy)methyl)-1H-pyrazol-4-yl)imidazo[1,2-c]pyrimidine), CN1N=CC(=C1)B1OC(C(O1)(C)C)(C)C (1-methyl-4-(4,4,5,5-tetramethyl-1,3,2-dioxaborolan-2-yl)-1H-pyrazole), P(=O)([O-])([O-])[O-].[K+].[K+].[K+] (potassium phosphate), C1(CCCCC1)P(C1=C(C=CC=C1)C1=C(C=C(C=C1C(C)C)C(C)C)C(C)C)C1CCCCC1 (dicyclohexyl(2′,4′,6′-triisopropylbiphenyl-2-yl)phosphine). The reagents and catalysts are C=1C=CC(=CC1)/C=C/C(=O)/C=C/C2=CC=CC=C2.C=1C=CC(=CC1)/C=C/C(=O)/C=C/C2=CC=CC=C2.C=1C=CC(=CC1)/C=C/C(=O)/C=C/C2=CC=CC=C2.[Pd].[Pd] (tris(dibenzylideneacetone)dipalladium). Solvent: C(Cl)Cl (DCM), C(C)(C)O (isopropanol). Reaction conditions: time 4 hour. The product is CN1N=CC(=C1)C1=CC=C(C=C1)C1=CC=2N(C(=N1)C=1C=NN(C1)COCC[Si](C)(C)C)C=CN2 (7-(4-(1-methyl-1H-pyrazol-4-yl)phenyl)-5-(1-((2-(trimethylsilyl)ethoxy)methyl)-1H-pyrazol-4-yl)imidazo[1,2-c]pyrimidine). Yield: 85.9%. RXN SMILES: Br[C:2]1[CH:7]=[CH:6][C:5]([C:8]2[N:13]=[C:12]([C:14]3[CH:15]=[N:16][N:17]([CH2:19][O:20][CH2:21][CH2:22][Si:23]([CH3:26])([CH3:25])[CH3:24])[CH:18]=3)[N:11]3[CH:27]=[CH:28][N:29]=[C:10]3[CH:9]=2)=[CH:4][CH:3]=1.[CH3:30][N:31]1[CH:35]=[C:34](B2OC(C)(C)C(C)(C)O2)[CH:33]=[N:32]1.P([O-])([O-])([O-])=O.[K+].[K+].[K+].C1(P(C2CCCCC2)C2C=CC=CC=2C2C(C(C)C)=CC(C(C)C)=CC=2C(C)C)CCCCC1.O>C(Cl)Cl.C1C=CC(/C=C/C(/C=C/C2C=CC=CC=2)=O)=CC=1.C1C=CC(/C=C/C(/C=C/C2C=CC=CC=2)=O)=CC=1.C1C=CC(/C=C/C(/C=C/C2C=CC=CC=2)=O)=CC=1.[Pd].[Pd].C(O)(C)C>[CH3:30][N:31]1[CH:35]=[C:34]([C:2]2[CH:3]=[CH:4][C:5]([C:8]3[N:13]=[C:12]([C:14]4[CH:15]=[N:16][N:17]([CH2:19][O:20][CH2:21][CH2:22][Si:23]([CH3:25])([CH3:24])[CH3:26])[CH:18]=4)[N:11]4[CH:27]=[CH:28][N:29]=[C:10]4[CH:9]=3)=[CH:6][CH:7]=2)[CH:33]=[N:32]1 |f:2.3.4.5,9.10.11.12.13|. Reported procedure: A flask charged with 7-(4-bromophenyl)-5-(1-((2-(trimethylsilyl)ethoxy)methyl)-1H-pyrazol-4-yl)imidazo[1,2-c]pyrimidine (Preparation L; 0.200 g, 0.425 mmol), 1-methyl-4-(4,4,5,5-tetramethyl-1,3,2-dioxaborolan-2-yl)-1H-pyrazole (0.195 g, 0.935 mmol), potassium phosphate (0.271 g, 1.28 mmol), dicyclohexyl(2′,4′,6′-triisopropylbiphenyl-2-yl)phosphine (0.0507 g, 0.106 mmol), and tris(dibenzylideneacetone)dipalladium (0.0389 g, 0.0425 mmol) was evacuated and backfilled with argon. To the reaction was... Reactants: OC1C(N(CCC1)C(=O)OC(C)(C)C)C (tert-Butyl 3-hydroxy-2-methylpiperidine-1-carboxylate), C(C)(C)N(C(C)C)CC (N,N-diisopropylethylamine), C(C(=O)Cl)(=O)Cl (oxalyl chloride), CS(=O)C (dimethyl sulfoxide). Solvent: ClCCl (dichloromethane), ClCCl (dichloromethane). Run at temperature -78 celsius, time 10 minute. Yields the product CC1N(CCCC1=O)C(=O)OC(C)(C)C (tert-Butyl 2-methyl-3-oxopiperidine-1-carboxylate). Reaction SMILES: C(Cl)(=O)C(Cl)=O.CS(C)=O.[OH:11][CH:12]1[CH2:17][CH2:16][CH2:15][N:14]([C:18]([O:20][C:21]([CH3:24])([CH3:23])[CH3:22])=[O:19])[CH:13]1[CH3:25].C(N(CC)C(C)C)(C)C>ClCCl>[CH3:25][CH:13]1[C:12](=[O:11])[CH2:17][CH2:16][CH2:15][N:14]1[C:18]([O:20][C:21]([CH3:22])([CH3:24])[CH3:23])=[O:19]. Reported procedure: A solution of oxalyl chloride (4.06 mL, 46.5 mmol) in 50 mL of dichloromethane was cooled to −78° C. and 4.95 mL (69.8 mmol) of dimethyl sulfoxide was added slowly and the mixture was stirred at −78° C. for 10 min. Then a solution of 5.00 g (23.3 mmol) of tert-butyl 3-hydroxy-2-methylpiperidine-1-carboxylate (Step B) in 5 mL of dichloromethane was added dropwise to above mixture. The mixture was stirred at −78° C. for 20 min, then 40.5 mL (232 mmol) of N,N-diisopropylethylamine was added to the ... Reactants: CCO, NN, O, COC(=O)c1cnccn1. The product is NNC(=O)c1cnccn1. Reaction SMILES: [CH3:14][CH2:15][OH:16].[NH2:12][NH2:13].[OH2:11].[n:1]1[c:2]([C:7]([O:9][CH3:8])=[O:10])[cH:3][n:4][cH:5][cH:6]1>>[n:1]1[c:2]([C:7](=[O:9])[NH:12][NH2:13])[cH:3][n:4][cH:5][cH:6]1. Solvent: CO (methanol). RXN SMILES: [CH3:1][O:2][C:3]([C:5]1([CH:12]=O)[CH2:11][CH2:10][CH2:9][CH2:8][CH2:7][CH2:6]1)=[O:4].C([O-])(=O)C.[Na+].Cl.[CH2:20]([O:27][NH2:28])[C:21]1[CH:26]=[CH:25][CH:24]=[CH:23][CH:22]=1>CO>[CH3:1][O:2][C:3]([C:5]1([CH:12]=[N:28][O:27][CH2:20][C:21]2[CH:26]=[CH:25][CH:24]=[CH:23][CH:22]=2)[CH2:6][CH2:7][CH2:8][CH2:9][CH2:10][CH2:11]1)=[O:4] |f:1.2,3.4|. Procedure details: A mixture of 1-formyl-cycloheptanecarboxylic acid methyl ester from Preparation 34 (35.6 mmol theoretical), sodium acetate (5.84 g, 72 mmol) and O-benzylhydroxylamine hydrochloride (11.36 g, 72 mmol) were stirred in methanol (71 mL) for 2 h. The methanol was removed in vacuo and the residue partitioned between water and EtOAc. The aqueous phase was extracted with EtOAc (50 mL×5). The combined organic extracts were dried (MgSO4) and were evaporated in vacuo. Purifiaction by flash column chromatog... Starting materials: COC(=O)C1(CCCCCC1)C=O (1-formyl-cycloheptanecarboxylic acid methyl ester), C(C)(=O)[O-].[Na+] (sodium acetate), Cl.C(C1=CC=CC=C1)ON (O-benzylhydroxylamine hydrochloride). Yield: 51.0%. Product: COC(=O)C1(CCCCCC1)C=NOCC1=CC=CC=C1 (1-(Benzyloxyimino-Methyl)-Cycloheptanecarboxylic Acid Methyl Ester). RXN SMILES: C(C1C=C(C=C(C(CC(C)(C)C)(C)C)C=1O)CP(=O)(OC1C=CC=CC=1)OC1C=CC=CC=1)(CC(C)(C)C)(C)C.[C:41]([C:49]1[CH:50]=[C:51]([CH:90]=[C:91]([C:94]([CH2:97]C(C)(C)C)([CH3:96])[CH3:95])[C:92]=1[OH:93])[CH2:52][P:53]1(=[O:89])[O:58][CH2:57][C:56]2([CH2:63][O:62][P:61]([CH2:65][C:66]3[CH:71]=[C:70]([C:72]([CH2:75]C(C)(C)C)([CH3:74])[CH3:73])[C:69]([OH:80])=[C:68]([C:81]([CH2:84]C(C)(C)C)([CH3:83])[CH3:82])[CH:67]=3)(=[O:64])[O:60][CH2:59]2)[CH2:55][O:54]1)([CH2:44]C(C)(C)C)([CH3:43])[CH3:42]>>[C:94]([C:91]1[CH:90]=[C:51]([CH:50]=[C:49]([C:41]([CH3:44])([CH3:43])[CH3:42])[C:92]=1[OH:93])[CH2:52][P:53]1(=[O:89])[O:58][CH2:57][C:56]2([CH2:63][O:62][P:61]([CH2:65][C:66]3[CH:71]=[C:70]([C:72]([CH3:74])([CH3:75])[CH3:73])[C:69]([OH:80])=[C:68]([C:81]([CH3:84])([CH3:83])[CH3:82])[CH:67]=3)(=[O:64])[O:60][CH2:59]2)[CH2:55][O:54]1)([CH3:95])([CH3:96])[CH3:97]. Starting materials: C(C)(C)(CC(C)(C)C)C=1C=C(CP(OC2=CC=CC=C2)(OC2=CC=CC=C2)=O)C=C(C1O)C(C)(C)CC(C)(C)C (diphenyl 3,5-di-tert-octyl-4-hydroxybenzylphosphonate), C(C)(C)(CC(C)(C)C)C=1C=C(CP2(OCC3(CO2)COP(OC3)(=O)CC3=CC(=C(C(=C3)C(C)(C)CC(C)(C)C)O)C(C)(C)CC(C)(C)C)=O)C=C(C1O)C(C)(C)CC(C)(C)C (3,9-bis-(3,5-di-tert-octyl-4-hydroxybenzyl)-3,9-dioxo-2,4,8,10-tetraoxa-3,9-diphosphaspiro[5,5]undecane). Yields the product C(C)(C)(C)C=1C=C(CP2(OCC3(CO2)COP(OC3)(=O)CC3=CC(=C(C(=C3)C(C)(C)C)O)C(C)(C)C)=O)C=C(C1O)C(C)(C)C (3,9-Bis-(3,5-di-tert.-butyl-4-hydroxybenzyl)-3,9-dioxo-2,4,8,10-tetraoxa-3,9-diphosphaspiro[5,5]undecane). Reported procedure: When the procedure of the above example is repeated employing diphenyl 3,5-di-tert-octyl-4-hydroxybenzylphosphonate, the resulting compound is 3,9-bis-(3,5-di-tert-octyl-4-hydroxybenzyl)-3,9-dioxo-2,4,8,10-tetraoxa-3,9-diphosphaspiro[5,5]undecane.